From a dataset of the Open Reaction Database (ORD), a public repository of structured organic reaction records. describe an organic reaction: reactants, conditions, products, and yield The reactants are FC(C(=O)O)(F)F (trifluoroacetic acid), ClC1=C(C=C2C=CC(=NC2=C1)COC1=CC2=C(OCC3=C(C2OC2OCCCC2)C=CC(=C3)CCC(C)=O)C=C1)F (2-(7-chloro-6-fluoroquinolin-2-yl)methoxy-8-(2-acetylethyl)-11-(2-tetrahydropyranyloxy)-6,11-dihydrodibenz[b,e]oxepine), C(C)(=O)O (acetic acid). Run in O1CCOCC1 (dioxane), O (water), O (water). Run at time 15 minute. Yields the product ClC1=C(C=C2C=CC(=NC2=C1)COC1=CC2=C(OCC3=C(C2O)C=CC(=C3)CCC(C)=O)C=C1)F (2-(7-Chloro-6-fluoroquinolin-2-yl)methoxy-11-hydroxy-8-(2-acetylethyl)-6,11-dihydrodibenz[b,e]oxepine). Yield: 65.8%. RXN SMILES: FC(F)(F)C(O)=O.[Cl:8][C:9]1[CH:18]=[C:17]2[C:12]([CH:13]=[CH:14][C:15]([CH2:19][O:20][C:21]3[CH:47]=[CH:46][C:24]4[O:25][CH2:26][C:27]5[CH:40]=[C:39]([CH2:41][CH2:42][C:43](=[O:45])[CH3:44])[CH:38]=[CH:37][C:28]=5[CH:29]([O:30]C5CCCCO5)[C:23]=4[CH:22]=3)=[N:16]2)=[CH:11][C:10]=1[F:48].C(O)(=O)C>O1CCOCC1.O>[Cl:8][C:9]1[CH:18]=[C:17]2[C:12]([CH:13]=[CH:14][C:15]([CH2:19][O:20][C:21]3[CH:47]=[CH:46][C:24]4[O:25][CH2:26][C:27]5[CH:40]=[C:39]([CH2:41][CH2:42][C:43](=[O:45])[CH3:44])[CH:38]=[CH:37][C:28]=5[CH:29]([OH:30])[C:23]=4[CH:22]=3)=[N:16]2)=[CH:11][C:10]=1[F:48]. Procedure details: 0.02 ml of trifluoroacetic acid was added to 0.73 g of 2-(7-chloro-6-fluoroquinolin-2-yl)methoxy-8-(2-acetylethyl)-11-(2-tetrahydropyranyloxy)-6,11-dihydrodibenz[b,e]oxepine obtained in Reference example 74 dissolved in a mixed solution of 5 ml of dioxane and 2 ml of water, the mixture was stirred at room temperature for 15 minutes, 4 ml of acetic acid was added to the mixture and the mixture was stirred for 10 hours. 80 ml of water was added to the reaction mixture and insolubles were removed b...